From a dataset of the Open Reaction Database (ORD), a public repository of structured organic reaction records. describe an organic reaction: reactants, conditions, products, and yield Starting materials: N1CC(C1)N1N=CC(=C1)C=1C=NC2=CC=C(C=C2C1)CC1=NN=C2N1N=C(C=C2)C (3-(1-azetidin-3-yl-1H-pyrazol-4-yl)-6-(6-methyl-[1,2,4]triazolo[4,3-b]pyridazin-3-ylmethyl)-quinoline), C=O (formaldehyde), C(C)(=O)O[BH-](OC(C)=O)OC(C)=O.[Na+] (sodium triacetoxyborohydride). The solvent is ClCCl (dichloromethane), ClCCl (dichloromethane). Conditions: time 15 minute. Yields the product CN1CC(C1)N1N=CC(=C1)C=1C=NC2=CC=C(C=C2C1)CC1=NN=C2N1N=C(C=C2)C (3-[1-(1-Methyl-azetidin-3-yl)-1H-pyrazol-4-yl]-6-(6-methyl-[1,2,4]triazolo[4,3-b]pyridazin-3-ylmethyl)-quinoline). Isolated yield 34.3%. As a reaction SMILES: [NH:1]1[CH2:4][CH:3]([N:5]2[CH:9]=[C:8]([C:10]3[CH:11]=[N:12][C:13]4[C:18]([CH:19]=3)=[CH:17][C:16]([CH2:20][C:21]3[N:25]5[N:26]=[C:27]([CH3:30])[CH:28]=[CH:29][C:24]5=[N:23][N:22]=3)=[CH:15][CH:14]=4)[CH:7]=[N:6]2)[CH2:2]1.C=O.[C:33](O[BH-](OC(=O)C)OC(=O)C)(=O)C.[Na+]>ClCCl>[CH3:33][N:1]1[CH2:4][CH:3]([N:5]2[CH:9]=[C:8]([C:10]3[CH:11]=[N:12][C:13]4[C:18]([CH:19]=3)=[CH:17][C:16]([CH2:20][C:21]3[N:25]5[N:26]=[C:27]([CH3:30])[CH:28]=[CH:29][C:24]5=[N:23][N:22]=3)=[CH:15][CH:14]=4)[CH:7]=[N:6]2)[CH2:2]1 |f:2.3|. Procedure: To 3-(1-azetidin-3-yl-1H-pyrazol-4-yl)-6-(6-methyl-[1,2,4]triazolo[4,3-b]pyridazin-3-ylmethyl)-quinoline (194 mg, 0.4898 mmol) in dichloromethane (9 mL) was added formaldehyde (37% in water, 1.959 mmol, 147 uL). The solution was stirred at room temperature for 15 minutes and then sodium triacetoxyborohydride (260 mg, 1.22 mmol) was added. After 1 hour the solution was diluted with dichloromethane (6 mL) and washed with sodium bicarbonate (6 mL). The aqueous layer was extracted further with dichl... Starting materials: CCCCN=C=O, NC(CCC(=O)O)C(=O)O, [Na+], [OH-]. Yields the product CCCCN1C(=O)NC(CCC(=O)O)C1=O. RXN SMILES: [CH3:1][CH2:2][CH2:3][CH2:4][N:5]=[C:6]=[O:7].[NH2:8][CH:9]([CH2:10][CH2:11][C:12](=[O:13])[OH:14])[C:15](=[O:16])[OH:17].[Na+:19].[OH-:18]>>[CH3:1][CH2:2][CH2:3][CH2:4][N:5]1[C:6](=[O:7])[NH:8][CH:9]([CH2:10][CH2:11][C:12](=[O:13])[OH:14])[C:15]1=[O:16].